From a dataset of the Open Reaction Database (ORD), a public repository of structured organic reaction records. describe an organic reaction: reactants, conditions, products, and yield The reactants are O.NN (hydrazine hydrate), C(C)(=O)O (Acetic acid), Na, CC(C(C)=O)(C)C (3,3-dimethylbutan-2-one), C(C)OC(C(=O)OCC)=O (oxalic acid diethyl ester), [Na] (Sodium). Solvent: ice-salt, ice. Conditions: time 30 minute. Yields the product C(C)(C)(C)C1=NNC(=C1)C(=O)OCC (ethyl 3-tert-butyl-1H-pyrazole-5-carboxylate). Yield: 49.9%. As a reaction SMILES: [Na].[CH3:2][C:3]([CH3:8])([CH3:7])[C:4](=O)[CH3:5].[CH2:9]([O:11][C:12](=[O:18])[C:13](OCC)=O)[CH3:10].C(O)(=O)C.O.[NH2:24][NH2:25]>>[C:3]([C:4]1[CH:5]=[C:13]([C:12]([O:11][CH2:9][CH3:10])=[O:18])[NH:25][N:24]=1)([CH3:8])([CH3:7])[CH3:2] |f:4.5,^1:0|. Procedure details: Sodium metal (13.8 g, 0.5 mol) was added portionwise to ice-cold anhydrous EtOH (700 mL). After complete dissolution of the Na, a mixture of 3,3-dimethylbutan-2-one (50 g, 0.5 mol) and oxalic acid diethyl ester (77 ml, 0.5 mol) was added drop-wise. The reaction mixture was stirred in ice-salt bath until TLC indicated completion of the reaction. Acetic acid (38.1 ml, 0.5 mol) was added and the mixture was stirred at RT for 30 min. The reaction mixture was cooled in an ice-salt bath and treated wi...